The task is: describe an organic reaction: reactants, conditions, products, and yield. This data is from the Open Reaction Database (ORD), a public repository of structured organic reaction records. Reactants: CCCCCCOC(=O)CS, Cl, [Na+], [Na+], [Na+], O, O=[Sb]([O-])([O-])[O-], [Sb]. Product: CCCCCCOC(=O)CS, [Sb+5]. As a reaction SMILES: [C:10]([CH2:11][SH:12])(=[O:13])[O:14][CH2:15][CH2:16][CH2:17][CH2:18][CH2:19][CH3:20].[ClH:21].[Na+:6].[Na+:7].[Na+:8].[OH2:22].[Sb:1](=[O:2])([O-:3])([O-:4])[O-:5].[Sb:9]>>[C:10]([CH2:11][SH:12])(=[O:13])[O:14][CH2:15][CH2:16][CH2:17][CH2:18][CH2:19][CH3:20].[Sb+5:1].